From a dataset of the Open Reaction Database (ORD), a public repository of structured organic reaction records. describe an organic reaction: reactants, conditions, products, and yield The reactants are O=C(c1ccc(F)cc1)c1cc(CBr)on1, C1COCCN1, CCOCC, CC(C)=O, CCOCC. Yields the product O=C(c1ccc(F)cc1)c1cc(CN2CCOCC2)on1. As a reaction SMILES: [Br:1][CH2:2][c:3]1[cH:4][c:5]([C:8](=[O:9])[c:10]2[cH:11][cH:12][c:13]([F:16])[cH:14][cH:15]2)[n:6][o:7]1.[CH2:17]1[CH2:18][O:19][CH2:20][CH2:21][NH:22]1.[CH3:23][CH2:24][O:25][CH2:26][CH3:27].[CH3:28][C:29](=[O:30])[CH3:31].[CH3:32][CH2:33][O:34][CH2:35][CH3:36]>>[CH2:2]([c:3]1[cH:4][c:5]([C:8](=[O:9])[c:10]2[cH:11][cH:12][c:13]([F:16])[cH:14][cH:15]2)[n:6][o:7]1)[N:22]1[CH2:17][CH2:18][O:19][CH2:20][CH2:21]1. Starting materials: OC(C1CCN(CC1)CCCC(=O)C1=CC=C(C=C1)C(C(=O)OCC)(C)C)(C1=CC=CC=C1)C1=CC=CC=C1 (4-[4-[4-(hydroxydiphenylmethyl)-1-piperidinyl]-1-oxobutyl]-α,α-dimethylbenzeneacetic acid, ethyl ester), B([C@@H]1C[C@@H]2C[C@H]([C@H]1C)C2(C)C)([C@@H]3C[C@@H]4C[C@@H]([C@H]3C)C4(C)C)Cl ((-)-B-chlorodiisopinocamphenylborane), O (water), OO (hydrogen peroxide). Solvent: O1CCCC1 (tetrahydrofuran), O1CCCC1 (tetrahydrofuran). Conditions: time 3 day. Product: OC(C1CCN(CC1)CCC[C@H](O)C1=CC=C(C=C1)C(C(=O)OCC)(C)C)(C1=CC=CC=C1)C1=CC=CC=C1 ((S)-4-[4-[4-(Hydroxydiphenylmethyl)-1-piperidinyl]-1-hydroxybutyl]-α,α-dimethylbenzeneacetic acid, ethyl ester). As a reaction SMILES: B(Cl)([C@H]1[C@H](C)[C@H]2C(C)(C)[C@@H](C2)C1)[C@H]1[C@H](C)[C@@H]2C(C)(C)[C@@H](C2)C1.[OH:23][C:24]([C:56]1[CH:61]=[CH:60][CH:59]=[CH:58][CH:57]=1)([C:50]1[CH:55]=[CH:54][CH:53]=[CH:52][CH:51]=1)[CH:25]1[CH2:30][CH2:29][N:28]([CH2:31][CH2:32][CH2:33][C:34]([C:36]2[CH:41]=[CH:40][C:39]([C:42]([CH3:49])([CH3:48])[C:43]([O:45][CH2:46][CH3:47])=[O:44])=[CH:38][CH:37]=2)=[O:35])[CH2:27][CH2:26]1.O.OO>O1CCCC1>[OH:23][C:24]([C:50]1[CH:55]=[CH:54][CH:53]=[CH:52][CH:51]=1)([C:56]1[CH:61]=[CH:60][CH:59]=[CH:58][CH:57]=1)[CH:25]1[CH2:30][CH2:29][N:28]([CH2:31][CH2:32][CH2:33][C@@H:34]([C:36]2[CH:41]=[CH:40][C:39]([C:42]([CH3:48])([CH3:49])[C:43]([O:45][CH2:46][CH3:47])=[O:44])=[CH:38][CH:37]=2)[OH:35])[CH2:27][CH2:26]1. Procedure details: Dissolve (-)-B-chlorodiisopinocamphenylborane (2.5 g, 7.8 mmol) in anhydrous tetrahydrofuran (5 mL). Add a solution of 4-[4-[4-(hydroxydiphenylmethyl)-1-piperidinyl]-1-oxobutyl]-α,α-dimethylbenzeneacetic acid, ethyl ester (2 g, 3.54 mmol) in anhydrous tetrahydrofuran (5 mL). Stir at room temperature for 3 days and cool to 0° C. Add water (1mL) and 30% hydrogen peroxide (2 mL) and stir for 20 minutes. Add methylene chloride (30 mL) and wash with brine (30 mL), then aqueous sodium hydrogen carbona...